This data is from the Open Reaction Database (ORD), a public repository of structured organic reaction records. The task is: describe an organic reaction: reactants, conditions, products, and yield The reactants are CC1=C(C#N)C(c2ccc(C#N)cc2S(C)=O)NC(=O)N1c1cccc(C(F)(F)F)c1, C1CCOC1, CS(=O)(=O)Cl, [Cl-], [H-], [NH4+], [Na+]. Product: CC1=C(C#N)C(c2ccc(C#N)cc2S(C)=O)N(S(C)(=O)=O)C(=O)N1c1cccc(C(F)(F)F)c1. As a reaction SMILES: [C:1](#[N:2])[c:3]1[cH:4][c:5]([S:29](=[O:30])[CH3:31])[c:6]([CH:9]2[NH:10][C:11](=[O:28])[N:12]([c:18]3[cH:19][c:20]([C:24]([F:25])([F:26])[F:27])[cH:21][cH:22][cH:23]3)[C:13]([CH3:17])=[C:14]2[C:15]#[N:16])[cH:7][cH:8]1.[CH2:41]1[O:42][CH2:43][CH2:44][CH2:45]1.[CH3:34][S:35]([Cl:36])(=[O:37])=[O:38].[Cl-:39].[H-:32].[NH4+:40].[Na+:33]>>[C:1](#[N:2])[c:3]1[cH:4][c:5]([S:29](=[O:30])[CH3:31])[c:6]([CH:9]2[N:10]([S:35]([CH3:34])(=[O:37])=[O:38])[C:11](=[O:28])[N:12]([c:18]3[cH:19][c:20]([C:24]([F:25])([F:26])[F:27])[cH:21][cH:22][cH:23]3)[C:13]([CH3:17])=[C:14]2[C:15]#[N:16])[cH:7][cH:8]1. Starting materials: C(C)(=O)O[C@H]1[C@H]([C@@H](C[C@@H]1N1C=NC2=C1C=C(C(=C2)Cl)Cl)COC(C)=O)OC(C)=O ((±)-(1R*,2S*,3S*,5S*)-3-(Acetoxymethyl)-5-(5,6-dichloro-1H-benzimidazol-1-yl)-1,2-cyclopentanediyl diacetate), ClN1C(CCC1=O)=O (N-chlorosuccinimide). Solvent: CN(C=O)C (N,N-dimethylformamide). Product: C(C)(=O)O[C@H]1[C@H]([C@@H](C[C@@H]1N1C(=NC2=C1C=C(C(=C2)Cl)Cl)Cl)COC(C)=O)OC(C)=O ((±)-(1R*,2S*,3S*,5S*)-3-(Acetoxymethyl)-5-(2,5,6-trichloro-1H-benzimidazol-1-yl)-1,2-cyclopentanediyl diacetate). As a reaction SMILES: [C:1]([O:4][C@@H:5]1[C@@H:9]([N:10]2[C:14]3[CH:15]=[C:16]([Cl:20])[C:17]([Cl:19])=[CH:18][C:13]=3[N:12]=[CH:11]2)[CH2:8][C@@H:7]([CH2:21][O:22][C:23](=[O:25])[CH3:24])[C@@H:6]1[O:26][C:27](=[O:29])[CH3:28])(=[O:3])[CH3:2].[Cl:30]N1C(=O)CCC1=O>CN(C)C=O>[C:1]([O:4][C@@H:5]1[C@@H:9]([N:10]2[C:14]3[CH:15]=[C:16]([Cl:20])[C:17]([Cl:19])=[CH:18][C:13]=3[N:12]=[C:11]2[Cl:30])[CH2:8][C@@H:7]([CH2:21][O:22][C:23](=[O:25])[CH3:24])[C@@H:6]1[O:26][C:27](=[O:29])[CH3:28])(=[O:3])[CH3:2]. Procedure: (±)-(1R*,2S*,3S*,5S*)-3-(Acetoxymethyl)-5-(5,6-dichloro-1H-benzimidazol-1-yl)-1,2-cyclopentanediyl diacetate (850 mg, 1.92 mmol) in dry N,N-dimethylformamide (5 mL) was maintained at 95° C. while N-chlorosuccinimide (760 mg) was added in portions over 3 hours. Heating was continued for a total of 6 hours. Volatiles were removed in vacuo and the residue chromatographed on silica gel. Title compound was eluted with ethyl acetate:hexanes/3:7 as a yellow solid (160 mg, 17%), 1H-NMR consistent with s... The reactants are O (water), [I-].[K+] (potassium iodide), C(C)(C)N(C(C)C)CC (N,N-diisopropylethylamine), ClCC(=O)NC1=C(C(=CC2=C1NC(CO2)=O)F)N2C(N(C(=CC2=O)C(F)(F)F)C)=O (3-[5-(2-Chloroacetylamino)-7-fluoro-2H-1,4-benzoxazine-3(4H)-on-6-yl]-1-methyl-6-trifluoromethyl-2,4-(1H,3H)-pyrimidinedione). The solvent is C(C)#N (acetonitrile). The product is CN1C(N(C(C=C1C(F)(F)F)=O)C1=C(C=C2C=3N(C(CO2)=O)CC(NC13)=O)F)=O (8-[1-methyl-6-(trifluoromethyl)-2,4-(1H, 3H)-pyrimidinedione-3-yl]-9-fluoro-5H-pyrazino[1,2,3-de]-1,4-benzoxazine-3,6-(2H, 7H)-dione). Reaction SMILES: Cl[CH2:2][C:3]([NH:5][C:6]1[C:11]2[NH:12][C:13](=[O:16])[CH2:14][O:15][C:10]=2[CH:9]=[C:8]([F:17])[C:7]=1[N:18]1[C:23](=[O:24])[CH:22]=[C:21]([C:25]([F:28])([F:27])[F:26])[N:20]([CH3:29])[C:19]1=[O:30])=[O:4].[I-].[K+].C(N(CC)C(C)C)(C)C.O>C(#N)C>[CH3:29][N:20]1[C:21]([C:25]([F:28])([F:27])[F:26])=[CH:22][C:23](=[O:24])[N:18]([C:7]2[C:6]3[NH:5][C:3](=[O:4])[CH2:2][N:12]4[C:13](=[O:16])[CH2:14][O:15][C:10]([C:11]=34)=[CH:9][C:8]=2[F:17])[C:19]1=[O:30] |f:1.2|. Procedure details: 3-[5-(2-Chloroacetylamino)-7-fluoro-2H-1,4-benzoxazine-3(4H)-on-6-yl]-1-methyl-6-trifluoromethyl-2,4-(1H,3H)-pyrimidinedione (271 mg, 0.60 mmol was dissolved in anhydrous acetonitrile (10 ml) and potassium iodide (14 mg, 0.08 mmol) and N,N-diisopropylethylamine (100.8 mg, 0.78 mmol) were added. Solution was refluxed for 2 hr. added to water and extracted with ethyl acetate. Product was purified by flash chromatography on silica gel with hexane-ethyl acetate (1:1) as eluent (218.6 mg, 0.53 mmol). Run in O (water). As a reaction SMILES: CS(C)=O.[CH2:5]([OH:7])[CH3:6].[H-].[Na+].[C:10]([O:14][C:15]([N:17]1[CH2:22][CH2:21][N:20]([C:23](=[O:49])[C:24]2[CH:29]=[CH:28][C:27]([C:30]3[CH:31]=[N:32][C:33]([NH2:48])=[C:34]([O:36][CH:37]([C:39]4[C:44]([Cl:45])=[CH:43][CH:42]=[C:41](F)[C:40]=4[Cl:47])[CH3:38])[CH:35]=3)=[CH:26][CH:25]=2)[CH2:19][CH2:18]1)=[O:16])([CH3:13])([CH3:12])[CH3:11]>O>[C:10]([O:14][C:15]([N:17]1[CH2:22][CH2:21][N:20]([C:23](=[O:49])[C:24]2[CH:29]=[CH:28][C:27]([C:30]3[CH:31]=[N:32][C:33]([NH2:48])=[C:34]([O:36][CH:37]([C:39]4[C:44]([Cl:45])=[CH:43][CH:42]=[C:41]([O:7][CH2:5][CH3:6])[C:40]=4[Cl:47])[CH3:38])[CH:35]=3)=[CH:26][CH:25]=2)[CH2:19][CH2:18]1)=[O:16])([CH3:13])([CH3:12])[CH3:11] |f:2.3|. Yields the product C(C)(C)(C)OC(=O)N1CCN(CC1)C(C1=CC=C(C=C1)C=1C=NC(=C(C1)OC(C)C1=C(C(=CC=C1Cl)OCC)Cl)N)=O (4-(4-{6-Amino-5-[1-(2,6-dichloro-3-ethoxy-phenyl)-ethoxy]-pyridin-3-yl}-benzoyl)-piperazine-1-carboxylic acid tert-butyl ester). Starting materials: C(C)(C)(C)OC(=O)N1CCN(CC1)C(C1=CC=C(C=C1)C=1C=NC(=C(C1)OC(C)C1=C(C(=CC=C1Cl)F)Cl)N)=O (4-(4-{6-Amino-5-[1-(2,6-dichloro-3-fluoro-phenyl)-ethoxy]-pyridin-3-yl}-benzoyl)-piperazine-1-carboxylic acid tert-butyl ester), CS(=O)C (DMSO), C(C)O (ethanol), [H-].[Na+] (NaH). Reaction conditions: temperature 40 celsius. Procedure details: To 4 mL of DMSO was added 0.124 ml ethanol followed by 32 mg NaH. After stirring for 30 minutes 250 mg of 250 mg 4-(4-{6-Amino-5-[1-(2,6-dichloro-3-fluoro-phenyl)-ethoxy]-pyridin-3-yl}-benzoyl)-piperazine-1-carboxylic acid tert-butyl ester was added and the reaction was heated to 40° C. After three hours the reaction was cooled and poured into water to precipitate. After neutralization to pH 6, 200 mg of a tan solid was isolated, 77%. Procedure: Using the procedure of Example 1, 406 mg of the product of Step B and 430 mg of 4-bromomethyl benzonitrile and 830 mg of potassium carbonate were reacted to obtain after chromatography on silica (eluant: methylene chloride-methanol (98-2)), 460 mg of the desired product melting at 180° C. Isolated yield 72.2%. Starting materials: C(CCC)C=1N=NC2=CC=CC=C2C1O (3-butyl-4-hydroxy cinnoline), BrCC1=CC=C(C#N)C=C1 (4-bromomethyl benzonitrile), C([O-])([O-])=O.[K+].[K+] (potassium carbonate). Reaction SMILES: [CH2:1]([C:5]1[N:6]=[N:7][C:8]2[C:13]([C:14]=1[OH:15])=[CH:12][CH:11]=[CH:10][CH:9]=2)[CH2:2][CH2:3][CH3:4].Br[CH2:17][C:18]1[CH:25]=[CH:24][C:21]([C:22]#[N:23])=[CH:20][CH:19]=1.C(=O)([O-])[O-].[K+].[K+]>>[CH2:1]([C:5]1[C:14](=[O:15])[C:13]2[C:8](=[CH:9][CH:10]=[CH:11][CH:12]=2)[N:7]([CH2:17][C:18]2[CH:25]=[CH:24][C:21]([C:22]#[N:23])=[CH:20][CH:19]=2)[N:6]=1)[CH2:2][CH2:3][CH3:4] |f:2.3.4|. Yields the product C(CCC)C1=NN(C2=CC=CC=C2C1=O)CC1=CC=C(C#N)C=C1 (4-[[3-butyl-1,4-dihydro-4-oxo-1-cinnolinyl]-methyl]-benzonitrile). Reactants: CC(=O)O[BH-](OC(C)=O)OC(C)=O, C1CCOC1, CNC, CO, ClCCl, [Na+], O=Cc1cccc(O)c1. The product is CN(C)Cc1cccc(O)c1. RXN SMILES: [C:13]([O:14][BH-:15]([O:16][C:17](=[O:18])[CH3:19])[O:20][C:21](=[O:22])[CH3:23])(=[O:24])[CH3:25].[CH2:29]1[O:30][CH2:31][CH2:32][CH2:33]1.[CH3:10][NH:11][CH3:12].[CH3:27][OH:28].[Cl:34][CH2:35][Cl:36].[Na+:26].[OH:1][c:2]1[cH:3][c:4]([CH:5]=[O:6])[cH:7][cH:8][cH:9]1>>[OH:1][c:2]1[cH:3][c:4]([CH2:5][N:11]([CH3:10])[CH3:12])[cH:7][cH:8][cH:9]1. Starting materials: [H-].[Al+3].[Li+].[H-].[H-].[H-] (lithium aluminum hydride), O (water), C(=O)NC1=NNC2=CC=C(C=C12)C(F)(F)F (3-formylamino-5-trifluoromethylindazole). Run in CCOCC (ether), CCOCC (Ether), CCOCC (ether). The product is CNC1=NNC2=CC=C(C=C12)C(F)(F)F (3-methylamino-5-trifluoromethylindazole). RXN SMILES: [CH:1]([NH:3][C:4]1[C:12]2[C:7](=[CH:8][CH:9]=[C:10]([C:13]([F:16])([F:15])[F:14])[CH:11]=2)[NH:6][N:5]=1)=O.[H-].[Al+3].[Li+].[H-].[H-].[H-].O>CCOCC>[CH3:1][NH:3][C:4]1[C:12]2[C:7](=[CH:8][CH:9]=[C:10]([C:13]([F:16])([F:14])[F:15])[CH:11]=2)[NH:6][N:5]=1 |f:1.2.3.4.5.6|. Procedure details: An ether solution of 3-formylamino-5-trifluoromethylindazole is added to 2.0 g. of lithium aluminum hydride in ether. The resulting mixture is refluxed for 16 hours. Ether is added, followed by water. The mixture is filtered and the filtrate is concentrated. The residue is recrystallized from benzene to give 3-methylamino-5-trifluoromethylindazole.